From a dataset of the Open Reaction Database (ORD), a public repository of structured organic reaction records. describe an organic reaction: reactants, conditions, products, and yield Run in C(C)(=O)OCC (ethyl acetate). The reagents and catalysts are [Pd] (Pd—C). Procedure: A mixture of (S)-5-(1-azido-2-(tert-butyldimethylsilyloxy)ethyl)-2-methoxypyrimidine (11.7 g, 37.7 mmol) in ethyl acetate (300 mL), and 10% Pd—C (70 mg) was stirred under H2 (1 atm) overnight. The catalyst was filtered off and the filtrate was concentrated to yield a light oil. The residue was purified by silica gel chromatography (0-50% MeOH/EtOAc) to afford a colorless oil. Product: [Si](C)(C)(C(C)(C)C)OC[C@@H](N)C=1C=NC(=NC1)OC ((S)-2-(tert-Butyldimethylsilyloxy)-1-(2-methoxypyrimidin-5-yl)ethanamine). The reactants are N(=[N+]=[N-])[C@H](CO[Si](C)(C)C(C)(C)C)C=1C=NC(=NC1)OC ((S)-5-(1-azido-2-(tert-butyldimethylsilyloxy)ethyl)-2-methoxypyrimidine). Reaction SMILES: [N:1]([C@@H:4]([C:14]1[CH:15]=[N:16][C:17]([O:20][CH3:21])=[N:18][CH:19]=1)[CH2:5][O:6][Si:7]([C:10]([CH3:13])([CH3:12])[CH3:11])([CH3:9])[CH3:8])=[N+]=[N-]>C(OCC)(=O)C.[Pd]>[Si:7]([O:6][CH2:5][C@H:4]([C:14]1[CH:19]=[N:18][C:17]([O:20][CH3:21])=[N:16][CH:15]=1)[NH2:1])([C:10]([CH3:13])([CH3:12])[CH3:11])([CH3:9])[CH3:8]. Conditions: time 8 hour.